describe an organic reaction: reactants, conditions, products, and yield From a dataset of the Open Reaction Database (ORD), a public repository of structured organic reaction records. Starting materials: CN1C(=CC=C1C(=O)C1=CC=C(C=C1)C)CC(=O)O.[Na] (sodium 1-methyl-5-(p-toluoyl)- pyrrole-2-acetic acid), Cl (hydrogen chloride), CN1C(=CC=C1C(=O)C1=CC=C(C=C1)C)CC#N (1-methyl-5- (p-toluoyl)pyrrole-2-acetonitrile), C(C)S (ethyl mercaptan). The product is C(C)C=1N(C(=CC1)C(=O)C1=CC=C(C=C1)C)C.S1C(=CC=C1)CC(=O)[O-] (ethyl 1-methyl-5-(p-toluoyl)pyrrole 2-thiolacetate). As a reaction SMILES: [CH3:1][N:2]1[C:6]([C:7]([C:9]2[CH:14]=[CH:13][C:12]([CH3:15])=[CH:11][CH:10]=2)=[O:8])=[CH:5][CH:4]=[C:3]1[CH2:16][C:17]([OH:19])=[O:18].[Na].CN1C(C(C2C=CC(C)=CC=2)=O)=CC=C1CC#N.C([SH:41])C.Cl>>[CH2:16]([C:3]1[N:2]([CH3:1])[C:6]([C:7]([C:9]2[CH:10]=[CH:11][C:12]([CH3:15])=[CH:13][CH:14]=2)=[O:8])=[CH:5][CH:4]=1)[CH3:17].[S:41]1[CH:6]=[CH:5][CH:4]=[C:3]1[CH2:16][C:17]([O-:19])=[O:18] |f:0.1,5.6,^1:19|. Reported procedure: A process of preparing sodium 1-methyl-5-(p-toluoyl)- pyrrole-2-acetic acid which comprises reacting 1-methyl-5- (p-toluoyl)pyrrole-2-acetonitrile with ethyl mercaptan in the presence of hydrogen chloride in an anhydrous aprotic organic solvent under an inert atmosphere at or below 10° C. to yield ethyl 1-methyl-5-(p-toluoyl)pyrrole-2-thiolacetate and then hydrolyzing said thiolacetate by treatment with aqueous sodium hydroxide. The product is C(C)C=1C=C(C(=NC1C)OC)NC(=O)N1CCN(CC1)C1=CC=C(C=C1)[N+](=O)[O-] (1-[(5-ethyl-2-metoxy-6-methylpyridin-3-yl)aminocarbonyl]-4-(4-nitrophenyl) piperazine). Procedure: Phenyl-N-(5-ethyl-2-methoxy-6-methylpyridin-3-yl)carbamate and 1-(4-nitrophenyl)piperazine were reacted by the same way with the example 1 to obtain the titled compound. Isolated yield 70.0%. RXN SMILES: C1(O[C:8](=[O:21])[NH:9][C:10]2[C:11]([O:19][CH3:20])=[N:12][C:13]([CH3:18])=[C:14]([CH2:16][CH3:17])[CH:15]=2)C=CC=CC=1.[N+:22]([C:25]1[CH:30]=[CH:29][C:28]([N:31]2[CH2:36][CH2:35][NH:34][CH2:33][CH2:32]2)=[CH:27][CH:26]=1)([O-:24])=[O:23]>>[CH2:16]([C:14]1[CH:15]=[C:10]([NH:9][C:8]([N:34]2[CH2:35][CH2:36][N:31]([C:28]3[CH:27]=[CH:26][C:25]([N+:22]([O-:24])=[O:23])=[CH:30][CH:29]=3)[CH2:32][CH2:33]2)=[O:21])[C:11]([O:19][CH3:20])=[N:12][C:13]=1[CH3:18])[CH3:17]. Reactants: C1(=CC=CC=C1)OC(NC=1C(=NC(=C(C1)CC)C)OC)=O (Phenyl-N-(5-ethyl-2-methoxy-6-methylpyridin-3-yl)carbamate), [N+](=O)([O-])C1=CC=C(C=C1)N1CCNCC1 (1-(4-nitrophenyl)piperazine). Starting materials: ice water, C(Cl)(Cl)Cl (chloroform), NC1=CN=C(C(=N1)C(=O)N)OC (6-amino-3-methoxy-2-pyrazinecarboxamide), ice, N1=CC=CC=C1.F (hydrogen fluoride-pyridine), N(=O)[O-].[Na+] (sodium nitrite). Run at temperature 10 celsius, time 1 hour. Yields the product FC1=CN=C(C(=N1)C(=O)N)OC (6-fluoro-3-methoxy-2-pyrazinecarboxamide). As a reaction SMILES: N[C:2]1[N:7]=[C:6]([C:8]([NH2:10])=[O:9])[C:5]([O:11][CH3:12])=[N:4][CH:3]=1.N([O-])=O.[Na+].C(Cl)(Cl)Cl.N1C=CC=CC=1.[FH:27]>>[F:27][C:2]1[N:7]=[C:6]([C:8]([NH2:10])=[O:9])[C:5]([O:11][CH3:12])=[N:4][CH:3]=1 |f:1.2,4.5|. Procedure details: In an atmosphere of nitrogen gas, 1.50 g of 6-amino-3-methoxy-2-pyrazinecarboxamide was dissolved in 12 mL of 70% hydrogen fluoride-pyridine solution at an ice-cooled temperature. Then, 0.71 g of sodium nitrite was added at −50° C., and the mixture thus obtained was stirred at 10° C. for one hour. After stirring the reaction mixture for an additional one hour, a mixture of 50 mL of ice water and 100 mL of chloroform was added, and the mixture thus obtained was separated into layers. The organic ... The reactants are CCO, COCCOC, Cc1nc(C)c(C(N)=O)nc1Cl, CC1(C)OB(c2ccc(O)c(F)c2)OC1(C)C, [K+], [K+], [K+], O, O=P([O-])([O-])[O-]. Product: Cc1nc(C)c(-c2ccc(O)c(F)c2)nc1C(N)=O. Reaction SMILES: [CH3:38][CH2:39][OH:40].[CH3:41][O:42][CH2:43][CH2:44][O:45][CH3:46].[Cl:1][c:2]1[c:3]([CH3:12])[n:4][c:5]([CH3:11])[c:6]([C:8](=[O:9])[NH2:10])[n:7]1.[F:13][c:14]1[c:15]([OH:29])[cH:16][cH:17][c:18]([B:20]2[O:21][C:22]([CH3:23])([CH3:24])[C:25]([CH3:26])([CH3:27])[O:28]2)[cH:19]1.[K+:35].[K+:36].[K+:37].[OH2:47].[P:30]([O-:31])([O-:32])([O-:33])=[O:34]>>[c:2]1(-[c:18]2[cH:17][cH:16][c:15]([OH:29])[c:14]([F:13])[cH:19]2)[c:3]([CH3:12])[n:4][c:5]([CH3:11])[c:6]([C:8](=[O:9])[NH2:10])[n:7]1. Reactants: [C]=O (carbon monoxide), [C]=O (carbon monoxide), steel, C(C)(=O)[O-].[Na+] (sodium acetate), BrC1=NC=C(C=C1)F (2-bromo-5-fluoropyridine), C(C)O (ethyl alcohol), [C]=O (carbon monoxide). The reagents and catalysts are C1(=CC=CC=C1)P([C-]1C=CC=C1)C1=CC=CC=C1.[C-]1(C=CC=C1)P(C1=CC=CC=C1)C1=CC=CC=C1.[Fe+2] (1,1′-bis(diphenylphosphino)ferrocene), C(C)(=O)[O-].[Pd+2].C(C)(=O)[O-] (palladium acetate). Reaction conditions: temperature 90 celsius, time 3 hour. Yields the product FC=1C=CC(=NC1)C(=O)OCC (Ethyl 5-fluoropyridine-2-carboxylate). Reaction SMILES: [C:1]([O-:4])(=[O:3])[CH3:2].[Na+].BrC1[CH:12]=[CH:11][C:10]([F:13])=[CH:9][N:8]=1.[C]=O.[CH2:16](O)[CH3:17]>C1(P(C2C=CC=CC=2)[C-]2C=CC=C2)C=CC=CC=1.[C-]1(P(C2C=CC=CC=2)C2C=CC=CC=2)C=CC=C1.[Fe+2].C([O-])(=O)C.[Pd+2].C([O-])(=O)C>[F:13][C:10]1[CH:11]=[CH:12][C:2]([C:1]([O:4][CH2:16][CH3:17])=[O:3])=[N:8][CH:9]=1 |f:0.1,5.6.7,8.9.10,^3:13|. Reported procedure: To a degassed solution of ethyl alcohol (400 mL) in a Parr steel bomb was added sodium acetate (43.3 g, 528 mmol), 2-bromo-5-fluoropyridine (20 g, 114 mmol), 1,1′-bis(diphenylphosphino)ferrocene (2.27 g, 4.09 mmol) and palladium acetate (204 mg, 0.91 mmol). The vessel was put under nitrogen and sealed with Parr top. The atmosphere was displaced with carbon monoxide gas and the pressure was adjusted to 300 psi. The mixture was heated to 90° C. After 3 h, the pressure dropped to below 100 psi. The...